This data is from the Open Reaction Database (ORD), a public repository of structured organic reaction records. The task is: describe an organic reaction: reactants, conditions, products, and yield The reactants are C(=O)C=1C=NC=CC1C=1C=C(C#N)C=CC1 (3-(3-formyl-pyridin-4-yl)-benzonitrile), FC1=CC=C(C=C1)[Mg]Br (4-fluorophenylmagnesium bromide). Run in C1CCOC1 (THF), C1CCOC1 (THF). Product: FC1=CC=C(C=C1)C(C=1C=NC=CC1C=1C=C(C#N)C=CC1)O (3-{3-[(4-fluoro-phenyl)-hydroxy-methyl]-pyridin-4-yl}-benzonitrile). RXN SMILES: [CH:1]([C:3]1[CH:4]=[N:5][CH:6]=[CH:7][C:8]=1[C:9]1[CH:10]=[C:11]([CH:14]=[CH:15][CH:16]=1)[C:12]#[N:13])=[O:2].[F:17][C:18]1[CH:23]=[CH:22][C:21]([Mg]Br)=[CH:20][CH:19]=1>C1COCC1>[F:17][C:18]1[CH:23]=[CH:22][C:21]([CH:1]([OH:2])[C:3]2[CH:4]=[N:5][CH:6]=[CH:7][C:8]=2[C:9]2[CH:10]=[C:11]([CH:14]=[CH:15][CH:16]=2)[C:12]#[N:13])=[CH:20][CH:19]=1. Procedure details: To a solution of 3-(3-formyl-pyridin-4-yl)-benzonitrile (50 mg, 0.24 mmol) in THF (2 mL) at −78° C. was added 1.0 M 4-fluorophenylmagnesium bromide in THF (0.5 mL). The reaction mixture was quenched with ammonium chloride and extracted with ethyl acetate. The organic layer was dried over sodium sulfate, concentrated, and the residue purified by flash chromatography eluted with 5% methanol in dichloromethane to yield 3-{3-[(4-fluoro-phenyl)-hydroxy-methyl]-pyridin-4-yl}-benzonitrile as a colorles... Starting materials: ethyl acetate-ether, BrC1=CC(=NC=C1)[C@H](CC)NS(=O)C(C)(C)C (2-methyl-propane-2-sulfinic acid [(S)-1-(4-bromo-pyridin-2-yl)-propyl]-amide), [BH4-].[Li+] (lithium borohydride), BrC1=CC(=NC=C1)[C@H](CC)NS(=O)C(C)(C)C (2-methyl-propane-2-sulfinic acid [(S)-1-(4-bromo-pyridin-2-yl)-propyl]-amide), solution, CCC([BH-](C(CC)C)C(CC)C)C.[Li+] (L-Selectride). The solvent is C1CCOC1 (THF), C1CCOC1 (THF), C1CCOC1 (THF). Run at time 3 hour. The product is BrC1=CC(=NC=C1)[C@H](CC)N ((S)-1-(4-bromo-pyridin-2-yl)-propylamine). RXN SMILES: [Br:1][C:2]1[CH:7]=[CH:6][N:5]=[C:4]([C@@H:8]([NH:11]S(C(C)(C)C)=O)[CH2:9][CH3:10])[CH:3]=1.CCC(C)[BH-](C(C)CC)C(C)CC.[Li+].[BH4-].[Li+]>C1COCC1>[Br:1][C:2]1[CH:7]=[CH:6][N:5]=[C:4]([C@@H:8]([NH2:11])[CH2:9][CH3:10])[CH:3]=1 |f:1.2,3.4|. Procedure details: To a chilled (−78° C.) solution of 2-methyl-propane-2-sulfinic acid [(S)-1-(4-bromo-pyridin-2-yl)-propyl]-amide (985 mg, 3.10 mmol) in THF (25 mL) was added a 1 M solution of L-Selectride (3.2 mL, 3.2 mmol) in THF. The reaction was monitored by TLC (ethyl acetate-ether 3:7) indicating a single diastereomer when compared to a mixture of diastereomers prepared by reduction of 2-methyl-propane-2-sulfinic acid [(S)-1-(4-bromo-pyridin-2-yl)-propyl]-amide with lithium borohydride in THF. After 3 hours... Starting materials: COC1=C(C=CC=C1)C(=O)N=C=S (2-methoxy-1-benzenecarbonyl isothiocyanate), COC1=C(C=CC=C1)C(=O)Cl (2-methoxy-1-benzenecarbonyl chloride), ClC=1C=C(N)C=CC1OC1=CC=NC2=CC(=C(C=C12)OC)OC (3-Chloro-4-[(6,7-dimethoxy-4-quinolyl)oxy]aniline). Solvent: C(C)O (ethanol), C(C)O (ethanol), C1(=CC=CC=C1)C (toluene). Reaction conditions: time 2 hour. The product is COC1=C(C=CC=C1)C(=O)N=C=S (2-Methoxy-1-benzenecarbonyl isothiocyanate), ClC=1C=C(C=CC1OC1=CC=NC2=CC(=C(C=C12)OC)OC)NC(=S)NC(C1=C(C=CC=C1)OC)=O (N-{3-Chloro-4-[(6,7-dimethoxy-4-quinolyl)oxy]phenyl}-N′-(2-methoxybenzoyl)thiourea). Isolated yield 85.0%. As a reaction SMILES: COC1C=CC=CC=1C(Cl)=O.[Cl:12][C:13]1[CH:14]=[C:15]([CH:17]=[CH:18][C:19]=1[O:20][C:21]1[C:30]2[C:25](=[CH:26][C:27]([O:33][CH3:34])=[C:28]([O:31][CH3:32])[CH:29]=2)[N:24]=[CH:23][CH:22]=1)[NH2:16].[CH3:35][O:36][C:37]1[CH:42]=[CH:41][CH:40]=[CH:39][C:38]=1[C:43]([N:45]=[C:46]=[S:47])=[O:44]>C1(C)C=CC=CC=1.C(O)C>[CH3:35][O:36][C:37]1[CH:42]=[CH:41][CH:40]=[CH:39][C:38]=1[C:43]([N:45]=[C:46]=[S:47])=[O:44].[Cl:12][C:13]1[CH:14]=[C:15]([NH:16][C:46]([NH:45][C:43](=[O:44])[C:38]2[CH:39]=[CH:40][CH:41]=[CH:42][C:37]=2[O:36][CH3:35])=[S:47])[CH:17]=[CH:18][C:19]=1[O:20][C:21]1[C:30]2[C:25](=[CH:26][C:27]([O:33][CH3:34])=[C:28]([O:31][CH3:32])[CH:29]=2)[N:24]=[CH:23][CH:22]=1. Procedure: 2-Methoxy-1-benzenecarbonyl isothiocyanate was prepared using commercially available 2-methoxy-1-benzenecarbonyl chloride (80 mg) as a starting compound according to the description of the literature. 3-Chloro-4-[(6,7-dimethoxy-4-quinolyl)oxy]aniline (50 mg) was dissolved in toluene (5 ml) and ethanol (1 ml) to prepare a solution. A solution of 2-methoxy-1-benzenecarbonyl isothiocyanate in ethanol (1 ml) was then added to the solution, and the mixture was stirred at room temperature for 2 hr. Th... Starting materials: O=C1CCC(=O)N1Br, O=C(OOC(=O)c1ccccc1)c1ccccc1, ClC(Cl)(Cl)Cl, COC(=O)c1cccc([N+](=O)[O-])c1C, O=C1CCC(=O)N1. Product: COC(=O)c1cccc([N+](=O)[O-])c1CBr. Reaction SMILES: [Br:15][N:16]1[C:17](=[O:18])[CH2:19][CH2:20][C:21]1=[O:22].[C:23]([O:24][O:25][C:26](=[O:27])[c:28]1[cH:29][cH:30][cH:31][cH:32][cH:33]1)(=[O:34])[c:35]1[cH:36][cH:37][cH:38][cH:39][cH:40]1.[C:48]([Cl:49])([Cl:50])([Cl:51])[Cl:52].[CH3:1][O:2][C:3]([c:4]1[c:5]([CH3:13])[c:6]([N+:10](=[O:11])[O-:12])[cH:7][cH:8][cH:9]1)=[O:14].[O:41]=[C:42]1[NH:43][C:44](=[O:45])[CH2:46][CH2:47]1>>[CH3:1][O:2][C:3]([c:4]1[c:5]([CH2:13][Br:15])[c:6]([N+:10](=[O:11])[O-:12])[cH:7][cH:8][cH:9]1)=[O:14]. Starting materials: O=C([O-])[O-], CN(C)C=O, COc1ccccc1O, CC(=O)Nc1cc(F)c([N+](=O)[O-])cc1F, [K+], [K+], O. The product is COc1ccccc1Oc1cc(NC(C)=O)c(F)cc1[N+](=O)[O-]. RXN SMILES: [C:10](=[O:11])([O-:12])[O-:13].[CH3:16][N:17]([CH3:18])[CH:19]=[O:20].[CH3:1][O:2][c:3]1[cH:4][cH:5][cH:6][cH:7][c:8]1[OH:9].[F:21][c:22]1[c:23]([NH:32][C:33]([CH3:34])=[O:35])[cH:24][c:25]([F:31])[c:26]([N+:28](=[O:29])[O-:30])[cH:27]1.[K+:14].[K+:15].[OH2:36]>>[CH3:1][O:2][c:3]1[cH:4][cH:5][cH:6][cH:7][c:8]1[O:9][c:25]1[cH:24][c:23]([NH:32][C:33]([CH3:34])=[O:35])[c:22]([F:21])[cH:27][c:26]1[N+:28](=[O:29])[O-:30]. Starting materials: C(#N)C1=CC(=NC=C1)N1NC=C(C1=O)C=1C=NC=CC1 (2-(4-Cyanopyridin-2-yl)-4-pyridin-3-yl-1,2-dihydro-3H-pyrazol-3-one), [OH-].[Na+] (sodium hydroxide), O (water), Cl (hydrochloric acid). Run in C(C)O (ethanol). The product is O=C1C(=CNN1C=1C=C(C(=O)O)C=CN1)C=1C=NC=CC1 (2-(5-Oxo-4-pyridin-3-yl-2,5-dihydro-1H-pyrazol-1-yl)-isonicotinic acid). RXN SMILES: [C:1]([C:3]1[CH:8]=[CH:7][N:6]=[C:5]([N:9]2[C:13](=[O:14])[C:12]([C:15]3[CH:16]=[N:17][CH:18]=[CH:19][CH:20]=3)=[CH:11][NH:10]2)[CH:4]=1)#N.[OH-:21].[Na+].Cl.[OH2:24]>C(O)C>[O:14]=[C:13]1[N:9]([C:5]2[CH:4]=[C:3]([CH:8]=[CH:7][N:6]=2)[C:1]([OH:24])=[O:21])[NH:10][CH:11]=[C:12]1[C:15]1[CH:16]=[N:17][CH:18]=[CH:19][CH:20]=1 |f:1.2|. Procedure details: 200 mg (760 μmol) of the compound from Example 29 are suspended in a mixture of 6 ml ethanol and 4 ml water, 0.6 ml 50% strength sodium hydroxide solution are added and the mixture is heated under reflux for 1 h. After cooling, a weakly acid pH is established with 1 M hydrochloric acid and the precipitate is filtered off with suction, washed with water and dried.